This data is from the Open Reaction Database (ORD), a public repository of structured organic reaction records. The task is: describe an organic reaction: reactants, conditions, products, and yield Reactants: COC1=NC=CC=C1C(=O)N1CC(OC2=C1C=C(C=C2)[N+](=O)[O-])(C)C (3,4-dihydro-4-[(2-methoxypyridin-3-yl)carbonyl]-2,2-dimethyl-6-nitro-2H-1,4-benzoxazine), C[Si](C)(C)I (trimethylsilyl iodide). Run in C(Cl)(Cl)(Cl)Cl (carbon tetrachloride), O (water). Conditions: temperature 50 celsius. Product: OC1=NC=CC=C1C(=O)N1CC(OC2=C1C=C(C=C2)[N+](=O)[O-])(C)C (3,4-dihydro-4-[(2-hydroxypyridin-3-yl)carbonyl]-2,2-dimethyl-6-nitro-2H-1,4-benzoxazine). The yield is 80.8%. RXN SMILES: C[O:2][C:3]1[C:8]([C:9]([N:11]2[C:16]3[CH:17]=[C:18]([N+:21]([O-:23])=[O:22])[CH:19]=[CH:20][C:15]=3[O:14][C:13]([CH3:25])([CH3:24])[CH2:12]2)=[O:10])=[CH:7][CH:6]=[CH:5][N:4]=1.C[Si](I)(C)C>C(Cl)(Cl)(Cl)Cl.O>[OH:2][C:3]1[C:8]([C:9]([N:11]2[C:16]3[CH:17]=[C:18]([N+:21]([O-:23])=[O:22])[CH:19]=[CH:20][C:15]=3[O:14][C:13]([CH3:25])([CH3:24])[CH2:12]2)=[O:10])=[CH:7][CH:6]=[CH:5][N:4]=1. Reported procedure: In 6 ml of carbon tetrachloride was dissolved 0.4 g of 3,4-dihydro-4-[(2-methoxypyridin-3-yl)carbonyl]-2,2-dimethyl-6-nitro-2H-1,4-benzoxazine followed by dropwise addition of 0.26 g of trimethylsilyl iodide. The mixture was heated at 50° C. for 2 hours and, then, cooled. The reaction mixture was diluted with water and extracted with chloroform. The organic layer was dried over anhydrous magnesium sulfate and filtered, the filtrate was concentrated under reduced pressure, and methanol was added ...